From a dataset of the Open Reaction Database (ORD), a public repository of structured organic reaction records. describe an organic reaction: reactants, conditions, products, and yield Reactants: C, CC(=O)O, O=C[O-], [NH4+], COc1ccc(C=O)c(O)c1, [Pd]. Yields the product COc1ccc(C)c(O)c1. Reaction SMILES: [C:16].[CH3:18][C:19](=[O:20])[OH:21].[CH:12]([O-:13])=[O:14].[NH4+:15].[OH:1][c:2]1[c:3]([CH:4]=[O:5])[cH:6][cH:7][c:8]([O:10][CH3:11])[cH:9]1.[Pd:17]>>[OH:1][c:2]1[c:3]([CH3:4])[cH:6][cH:7][c:8]([O:10][CH3:11])[cH:9]1. The reactants are CC(C)=O, CI, Nc1ccc(N2CCCCC2=S)cc1. Yields the product CSC1=[N+](c2ccc(N)cc2)CCCC1, [I-]. Reaction SMILES: [CH3:17][C:18](=[O:19])[CH3:20].[I:1][CH3:2].[NH2:3][c:4]1[cH:5][cH:6][c:7]([N:10]2[C:11](=[S:16])[CH2:12][CH2:13][CH2:14][CH2:15]2)[cH:8][cH:9]1>>[CH3:2][S:16][C:11]1=[N+:10]([c:7]2[cH:6][cH:5][c:4]([NH2:3])[cH:9][cH:8]2)[CH2:15][CH2:14][CH2:13][CH2:12]1.[I-:1].